From a dataset of the Open Reaction Database (ORD), a public repository of structured organic reaction records. describe an organic reaction: reactants, conditions, products, and yield Reactants: ClC1=NC2=C(C(=C(C=C2C(=N1)N)Cl)OC)OC (2,6-dichloro-4-amino-7,8-dimethoxyquinazoline), O1C(=CC=C1)C(=O)N1CCNCC1 (1-(2-furoyl)piperazine). The solvent is C(CC(C)C)O (isoamyl alcohol). Product: Cl.O1C(=CC=C1)C(=O)N1CCN(CC1)C1=NC2=C(C(=C(C=C2C(=N1)N)Cl)OC)OC (2-[4-(2-Furoyl)piperazine-1-yl]-4-amino-6-chloro-7,8-dimethoxyquinazolinehydrochloride). The yield is 74.0%. As a reaction SMILES: [Cl:1][C:2]1[N:11]=[C:10]([NH2:12])[C:9]2[C:4](=[C:5]([O:16][CH3:17])[C:6]([O:14][CH3:15])=[C:7]([Cl:13])[CH:8]=2)[N:3]=1.[O:18]1[CH:22]=[CH:21][CH:20]=[C:19]1[C:23]([N:25]1[CH2:30][CH2:29][NH:28][CH2:27][CH2:26]1)=[O:24]>C(O)CC(C)C>[ClH:1].[O:18]1[CH:22]=[CH:21][CH:20]=[C:19]1[C:23]([N:25]1[CH2:26][CH2:27][N:28]([C:2]2[N:11]=[C:10]([NH2:12])[C:9]3[C:4](=[C:5]([O:16][CH3:17])[C:6]([O:14][CH3:15])=[C:7]([Cl:13])[CH:8]=3)[N:3]=2)[CH2:29][CH2:30]1)=[O:24] |f:3.4|. Procedure: A mixture of 2,6-dichloro-4-amino-7,8-dimethoxyquinazoline (1.50 g., 5.47 mmole) and 1-(2-furoyl)piperazine (1.08 g., 5.99 mmole) was refluxed in 40 ml. isoamyl alcohol for 2 hours and then cooled overnight. The resulting solid was filtered and recrystallized from methanol/ether to yield 1.83 g. (74%) of pure final product, M.P., 208°-9° C. Product: Cc1cc(C(C)(C)C)c(O)c(C)c1CC(=O)Oc1ccccc1. Reaction SMILES: [C:1]([CH3:2])([CH3:3])([CH3:4])[c:5]1[c:6]([OH:31])[c:7]([CH3:30])[c:8]([CH2:12][C:13](=[O:14])[O:15][c:16]2[cH:17][cH:18][c:19]([C:22]([CH2:23][C:24]([CH3:25])([CH3:26])[CH3:27])([CH3:28])[CH3:29])[cH:20][cH:21]2)[c:9]([CH3:11])[cH:10]1.[C:32]([c:33]1[cH:34][cH:35][c:36]([OH:37])[cH:38][cH:39]1)([CH2:40][C:41]([CH3:42])([CH3:43])[CH3:44])([CH3:45])[CH3:46].[OH:47][c:48]1[cH:49][cH:50][cH:51][cH:52][cH:53]1>>[C:1]([CH3:2])([CH3:3])([CH3:4])[c:5]1[c:6]([OH:31])[c:7]([CH3:30])[c:8]([CH2:12][C:13](=[O:14])[O:15][c:16]2[cH:17][cH:18][cH:19][cH:20][cH:21]2)[c:9]([CH3:11])[cH:10]1. Starting materials: Cc1cc(C(C)(C)C)c(O)c(C)c1CC(=O)Oc1ccc(C(C)(C)CC(C)(C)C)cc1, CC(C)(C)CC(C)(C)c1ccc(O)cc1, Oc1ccccc1. The reactants are BrC1=NC=CC=C1N(C(OC(C)(C)C)=O)CCC=C (tert-butyl (2-bromopyridin-3-yl)(but-3-en-1-yl)carbamate), BrC1=NC=CC=C1NCCC=C (2-bromo-N-(but-3-en-1-yl)pyridin-3-amine), CC(C)(C)OC(=O)OC(=O)OC(C)(C)C ((Boc)2O). Solvent: C(Cl)Cl (DCM). The product is O=C1CCN(C2=CC=CN=C12)C(=O)OC(C)(C)C (tert-butyl 4-oxo-3,4-dihydro-1,5-naphthyridine-1(2H)-carboxylate). Reaction SMILES: Br[C:2]1[C:7]([N:8]([CH2:16][CH2:17][CH:18]=C)[C:9](=[O:15])[O:10][C:11]([CH3:14])([CH3:13])[CH3:12])=[CH:6][CH:5]=[CH:4][N:3]=1.BrC1C(NCCC=C)=CC=CN=1.CC([O:36]C(OC(OC(C)(C)C)=O)=O)(C)C>C(Cl)Cl>[O:36]=[C:18]1[C:2]2[C:7](=[CH:6][CH:5]=[CH:4][N:3]=2)[N:8]([C:9]([O:10][C:11]([CH3:12])([CH3:13])[CH3:14])=[O:15])[CH2:16][CH2:17]1. Procedure details: tert-butyl (2-bromopyridin-3-yl)(but-3-en-1-yl)carbamate. To a solution of 2-bromo-N-(but-3-en-1-yl)pyridin-3-amine (1 eq.) and DCM (0.2 M) is added (Boc)2O (1.5 eq.). The solution is stirred at room temperature until judged complete by TLC. The solution is concentrated in vacuo and purified by column chromatography to give the title compound. Product: CC1(C)CCC(=O)c2ccc(C#Cc3ccc(CC(=O)O)c(F)c3)cc21. RXN SMILES: [CH3:1][O:2][C:3]([CH2:4][c:5]1[c:6]([F:26])[cH:7][c:8]([C:11]#[C:12][c:13]2[cH:14][c:15]3[c:20]([cH:21][cH:22]2)[C:19](=[O:23])[CH2:18][CH2:17][C:16]3([CH3:24])[CH3:25])[cH:9][cH:10]1)=[O:27].[CH3:28][OH:29].[CH3:38][CH2:39][CH2:40][CH2:41][CH2:42][CH3:43].[CH3:44][CH2:45][O:46][C:47](=[O:48])[CH3:49].[Li+:37].[O:30]1[CH2:31][CH2:32][CH2:33][CH2:34]1.[OH-:36].[OH2:35].[OH2:50]>>[O:2]=[C:3]([CH2:4][c:5]1[c:6]([F:26])[cH:7][c:8]([C:11]#[C:12][c:13]2[cH:14][c:15]3[c:20]([cH:21][cH:22]2)[C:19](=[O:23])[CH2:18][CH2:17][C:16]3([CH3:24])[CH3:25])[cH:9][cH:10]1)[OH:27]. Reactants: COC(=O)Cc1ccc(C#Cc2ccc3c(c2)C(C)(C)CCC3=O)cc1F, CO, CCCCCC, CCOC(C)=O, [Li+], C1CCOC1, [OH-], O, O. Reaction SMILES: C[O:2][C:3](=[O:22])[C:4](=[O:21])[C:5]1[CH:10]=[CH:9][C:8]([O:11][CH2:12][CH2:13][S:14][C:15]2[CH:20]=[CH:19][CH:18]=[CH:17][CH:16]=2)=[CH:7][CH:6]=1>CO.[OH-].[Na+]>[O:21]=[C:4]([C:5]1[CH:10]=[CH:9][C:8]([O:11][CH2:12][CH2:13][S:14][C:15]2[CH:20]=[CH:19][CH:18]=[CH:17][CH:16]=2)=[CH:7][CH:6]=1)[C:3]([OH:22])=[O:2] |f:2.3|. Starting materials: COC(C(C1=CC=C(C=C1)OCCSC1=CC=CC=C1)=O)=O (alpha-oxo-4-[[2-(phenylthio)ethyl]oxy]benzeneacetic acid methyl ester). The product is O=C(C(=O)O)C1=CC=C(C=C1)OCCSC1=CC=CC=C1 (alpha-oxo-4-[[2-(phenylthio)ethyl]oxy]benzeneacetic acid). The solvent is CO (methanol), [OH-].[Na+] (sodium hydroxide). The yield is 90.0%. Procedure: A mixture of alpha-oxo-4-[[2-(phenylthio)ethyl]oxy]benzeneacetic acid methyl ester (0.5 g) in methanol and 0.5N sodium hydroxide (6 mL) was treated as in Example 19. Extraction provided material which was crystallized from benzene-hexane to give 0.43 g of colorless alpha-oxo-4-[[2-(phenylthio)ethyl]oxy]benzeneacetic acid, mp 72°-73° C. The reactants are FC(C=1C=C(CNC=2N=NN(N2)C)C=C(C1)C(F)(F)F)(F)F (N-(3,5-bis(trifluoromethyl)benzyl)-2-methyl-2H-tetrazol-5-amine), [H-].[Na+] (sodium hydride), BrCC1=C(C=CC(=C1)C(F)(F)F)[C@@H](OC)C1CCCC1 ((S)-2-(bromomethyl)-1-(cyclopentyl(methoxy)methyl)-4-(trifluoro-methyl)benzene). The solvent is CN(C)C=O (DMF), CN(C)C=O (DMF). Conditions: time 1 hour. Product: FC(C=1C=C(CN(C=2N=NN(N2)C)CC2=C(C=CC(=C2)C(F)(F)F)[C@@H](OC)C2CCCC2)C=C(C1)C(F)(F)F)(F)F ((S)-(3,5-bis-trifluoromethyl-benzyl)-[2-(cyclopentyl-methoxy-methyl)-5-trifluoromethyl-benzyl]-(2-methyl-2H-tetrazol-5-yl)-amine). Isolated yield 19.1%. RXN SMILES: [F:1][C:2]([F:22])([F:21])[C:3]1[CH:4]=[C:5]([CH:14]=[C:15]([C:17]([F:20])([F:19])[F:18])[CH:16]=1)[CH2:6][NH:7][C:8]1[N:9]=[N:10][N:11]([CH3:13])[N:12]=1.[H-].[Na+].Br[CH2:26][C:27]1[CH:32]=[C:31]([C:33]([F:36])([F:35])[F:34])[CH:30]=[CH:29][C:28]=1[C@H:37]([CH:40]1[CH2:44][CH2:43][CH2:42][CH2:41]1)[O:38][CH3:39]>CN(C=O)C>[F:18][C:17]([F:19])([F:20])[C:15]1[CH:14]=[C:5]([CH:4]=[C:3]([C:2]([F:1])([F:21])[F:22])[CH:16]=1)[CH2:6][N:7]([CH2:26][C:27]1[CH:32]=[C:31]([C:33]([F:34])([F:35])[F:36])[CH:30]=[CH:29][C:28]=1[C@H:37]([CH:40]1[CH2:44][CH2:43][CH2:42][CH2:41]1)[O:38][CH3:39])[C:8]1[N:9]=[N:10][N:11]([CH3:13])[N:12]=1 |f:1.2|. Reported procedure: To a solution of N-(3,5-bis(trifluoromethyl)benzyl)-2-methyl-2H-tetrazol-5-amine (25.7 mg, 0.078 mmol) in DMF (0.1 mL) at room temperature was added sodium hydride (6 mg, 0.2 mmol). The mixture was stirred at room temperature for 1 hour. 2-(Bromomethyl)-1-(cyclopentyl(methoxy)methyl)-4-(trifluoromethyl)benzene (Enantiomer 1 from STEP D, 23.1 mg, 0.066 mmol) in DMF (0.2 mL) was added. The mixture was stirred at room temperature for 2 days. Solvent was removed in vacuo. The residue was purified by... Run at time 2 hour. Run in C(Cl)Cl (CH2Cl2). As a reaction SMILES: [CH2:1]([O:8][C:9]1[CH:14]=[CH:13][N:12]([C:15]2[CH:16]=[C:17]3[C:21](=[CH:22][CH:23]=2)[N:20]([CH2:24][CH2:25][N:26]2[CH2:30][CH2:29][C@@H:28]([F:31])[CH2:27]2)[N:19]=[CH:18]3)[C:11](=[O:32])[CH:10]=1)[C:2]1[CH:7]=[CH:6][CH:5]=[CH:4][CH:3]=1.[ClH:33].C(OCC)C>C(Cl)Cl>[ClH:33].[CH2:1]([O:8][C:9]1[CH:14]=[CH:13][N:12]([C:15]2[CH:16]=[C:17]3[C:21](=[CH:22][CH:23]=2)[N:20]([CH2:24][CH2:25][N:26]2[CH2:30][CH2:29][C@@H:28]([F:31])[CH2:27]2)[N:19]=[CH:18]3)[C:11](=[O:32])[CH:10]=1)[C:2]1[CH:7]=[CH:6][CH:5]=[CH:4][CH:3]=1 |f:4.5|. The product is Cl.C(C1=CC=CC=C1)OC1=CC(N(C=C1)C=1C=C2C=NN(C2=CC1)CCN1C[C@@H](CC1)F)=O ((R)-4-(Benzyloxy)-1-(1-(2-(3-fluoropyrrolidin-1-yl)ethyl)-1H-indazol-5-yl)pyridin-2(1H)-one hydrochloride). Procedure: A solution of (R)-4-(benzyloxy)-1-(1-(2-(3-fluoropyrrolidin-1-yl)ethyl)-1H-indazol-5-yl)pyridin-2(1H)-one (10.5 mg, 0.024 mmol) in CH2Cl2 (0.3 mL) was treated with anhydrous HCl in diethyl ether (24 μL, 0.024 mmol, 1.0 M). After stirring at ambient temperature for 2.0 h, the reaction mixture was concentrated, dissolved in CH3CN and H2O, partially concentrated, and then lyophilized to yield the title compound (11.9 mg, quantitative) as an off white solid: 1H NMR (500 MHz, DMSO-d6) δ 10.58 (br s, ... Reactants: C(C1=CC=CC=C1)OC1=CC(N(C=C1)C=1C=C2C=NN(C2=CC1)CCN1C[C@@H](CC1)F)=O ((R)-4-(benzyloxy)-1-(1-(2-(3-fluoropyrrolidin-1-yl)ethyl)-1H-indazol-5-yl)pyridin-2(1H)-one), Cl (HCl), C(C)OCC (diethyl ether). The reactants are COC1=CC=C(C=C1)S(=O)(=O)Cl (4-methoxy-benzenesulfonyl chloride), [F-].[K+] (KF). Solvent: C(C)#N (acetonitrile). Conditions: time 16 hour. Product: COC1=CC=C(C=C1)S(=O)(=O)F (4-Methoxy-benzenesulfonyl fluoride). The yield is 85.4%. Reaction SMILES: [CH3:1][O:2][C:3]1[CH:8]=[CH:7][C:6]([S:9](Cl)(=[O:11])=[O:10])=[CH:5][CH:4]=1.[F-:13].[K+]>C(#N)C>[CH3:1][O:2][C:3]1[CH:8]=[CH:7][C:6]([S:9]([F:13])(=[O:11])=[O:10])=[CH:5][CH:4]=1 |f:1.2|. Procedure: To a solution of 4-methoxy-benzenesulfonyl chloride (1.0 g, 4.8 mmol) in acetonitrile (20 mL) was added KF (563 mg, 9.7 mmol) and the resulting mixture was stirred for 16 h at room temperature. The solid was filtered off and the filtrate was concentrated in vacuo. The residue was dissolved in EtOAc and washed with water. The organic phase was dried (MgSO4) and concentrated in vacuo to give the title compound (780 mg) as a colourless oil. 1H NMR (CDCl3): 7.97 (2H, d), 7.09 (2H, d), 3.94 (3H, s). Reactants: ClC1=CC=CC2=C1C(N1[C@H](C=3N2C=NC3C3=NOC(=N3)CN(CCCC)CCCC)CCC1)=O ((S)-8-chloro-1-(5-dibutylaminomethyl-1,2,4-oxadiazol-3-yl)-11,12,13,13a-tetrahydro-9H-imidazo[1,5-a]pyrrolo[2,1-c][1,4]benzodiazepin-9-one), Cl (hydrochoric acid). Solvent: C(C)O (ethanol). Reaction conditions: time 10 minute. The product is Cl.ClC1=CC=CC2=C1C(N1[C@H](C=3N2C=NC3C3=NOC(=N3)CN(CCCC)CCCC)CCC1)=O ((S)-8-chloro-1-(5-dibutylaminomethyl-1,2,4-oxadiazol-3-yl)-11,12,13,13a-tetrahydro-9H-imidazo[1,5-a]pyrrolo[2,1-c][1,4]benzodiazepin-9-one hydrochloride). Yield: 184.2%. As a reaction SMILES: [Cl:1][C:2]1[C:7]2[C:8](=[O:34])[N:9]3[CH2:33][CH2:32][CH2:31][C@H:10]3[C:11]3[N:12]([CH:13]=[N:14][C:15]=3[C:16]3[N:20]=[C:19]([CH2:21][N:22]([CH2:27][CH2:28][CH2:29][CH3:30])[CH2:23][CH2:24][CH2:25][CH3:26])[O:18][N:17]=3)[C:6]=2[CH:5]=[CH:4][CH:3]=1.Cl>C(O)C>[ClH:1].[Cl:1][C:2]1[C:7]2[C:8](=[O:34])[N:9]3[CH2:33][CH2:32][CH2:31][C@H:10]3[C:11]3[N:12]([CH:13]=[N:14][C:15]=3[C:16]3[N:20]=[C:19]([CH2:21][N:22]([CH2:23][CH2:24][CH2:25][CH3:26])[CH2:27][CH2:28][CH2:29][CH3:30])[O:18][N:17]=3)[C:6]=2[CH:5]=[CH:4][CH:3]=1 |f:3.4|. Reported procedure: 2.01 g (4.16 mmol) of (S)-8-chloro-1-(5-dibutylaminomethyl-1,2,4-oxadiazol-3-yl)-11,12,13,13a-tetrahydro-9H-imidazo[1,5-a]pyrrolo[2,1-c][1,4]benzodiazepin-9-one in 20 ml of ethanol were treated with 1.12 ml (4.14 mmol) of 3.70N ethanolic hydrochoric acid. After stirring at room temperature for 10 minutes the solution obtained was completely freed from the solvents. The residue was recrystallized from ethanol/ether. There were obtained 1.99 g (92%) of (S)-8-chloro-1-(5-dibutylaminomethyl-1,2,4-ox...